This data is from the Open Reaction Database (ORD), a public repository of structured organic reaction records. The task is: describe an organic reaction: reactants, conditions, products, and yield Reactants: step-ii, FC=1C=C(CN2N=C(C(=C2C)B2OC(C(O2)(C)C)(C)C)C)C=CC1 (1-(3-fluoro benzyl)-3,5-dimethyl-4-(4,4,5,5-tetramethyl-1,3,2-dioxaborolan-2-yl)-1H-pyrazole), FC=1C=C(CN2N=C(C(=C2C)B2OC(C(O2)(C)C)(C)C)C)C=CC1 (1-(3-fluoro benzyl)-3,5-dimethyl-4-(4,4,5,5-tetramethyl-1,3,2-dioxaborolan-2-yl)-1H-pyrazole), C(C1=CC=CC=C1)OCCN1CCN(CC1)C1=CC=C(C=C1)C=1C=C2C(=NC1)N(C=C2I)S(=O)(=O)C2=CC=C(C)C=C2 (5-(4-(4-(2-(benzyloxy)ethyl)piperazin-1-yl)phenyl)-3-iodo-1-tosyl-1H-pyrrolo[2,3-b]pyridine), C(C1=CC=CC=C1)OCCN1CCN(CC1)C1=CC=C(C=C1)C=1C=C2C(=NC1)N(C=C2I)S(=O)(=O)C2=CC=C(C)C=C2 (5-(4-(4-(2-(benzyloxy)ethyl)piperazin-1-yl)phenyl)-3-iodo-1-tosyl-1H-pyrrolo[2,3-b]pyridine), C([O-])([O-])=O.[Na+].[Na+] (sodium carbonate). The reagents and catalysts are Cl[Pd]([P](C1=CC=CC=C1)(C2=CC=CC=C2)C3=CC=CC=C3)([P](C4=CC=CC=C4)(C5=CC=CC=C5)C6=CC=CC=C6)Cl (Pd(PPh3)2Cl2). Solvent: C1(=CC=CC=C1)C.C(C)O.O (Toluene ethanol water). Yields the product C(C1=CC=CC=C1)OCCN1CCN(CC1)C1=CC=C(C=C1)C=1C=C2C(=NC1)N(C=C2C=2C(=NN(C2C)CC2=CC(=CC=C2)F)C)S(=O)(=O)C2=CC=C(C)C=C2 (5-(4-(4-(2-(benzyloxy)ethyl)piperazin-1-yl)phenyl)-3-(1-(3-fluorobenzyl)-3,5-dimethyl-1H-pyrazol-4-yl)-1-tosyl-1H-pyrrolo[2,3-b]pyridine). Yield: 99.3%. RXN SMILES: [CH2:1]([O:8][CH2:9][CH2:10][N:11]1[CH2:16][CH2:15][N:14]([C:17]2[CH:22]=[CH:21][C:20]([C:23]3[CH:24]=[C:25]4[C:31](I)=[CH:30][N:29]([S:33]([C:36]5[CH:42]=[CH:41][C:39]([CH3:40])=[CH:38][CH:37]=5)(=[O:35])=[O:34])[C:26]4=[N:27][CH:28]=3)=[CH:19][CH:18]=2)[CH2:13][CH2:12]1)[C:2]1[CH:7]=[CH:6][CH:5]=[CH:4][CH:3]=1.[F:43][C:44]1[CH:45]=[C:46]([CH:64]=[CH:65][CH:66]=1)[CH2:47][N:48]1[C:52]([CH3:53])=[C:51](B2OC(C)(C)C(C)(C)O2)[C:50]([CH3:63])=[N:49]1.C(=O)([O-])[O-].[Na+].[Na+]>Cl[Pd](Cl)([P](C1C=CC=CC=1)(C1C=CC=CC=1)C1C=CC=CC=1)[P](C1C=CC=CC=1)(C1C=CC=CC=1)C1C=CC=CC=1.C1(C)C=CC=CC=1.C(O)C.O>[CH2:1]([O:8][CH2:9][CH2:10][N:11]1[CH2:16][CH2:15][N:14]([C:17]2[CH:22]=[CH:21][C:20]([C:23]3[CH:24]=[C:25]4[C:31]([C:51]5[C:50]([CH3:63])=[N:49][N:48]([CH2:47][C:46]6[CH:64]=[CH:65][CH:66]=[C:44]([F:43])[CH:45]=6)[C:52]=5[CH3:53])=[CH:30][N:29]([S:33]([C:36]5[CH:42]=[CH:41][C:39]([CH3:40])=[CH:38][CH:37]=5)(=[O:35])=[O:34])[C:26]4=[N:27][CH:28]=3)=[CH:19][CH:18]=2)[CH2:13][CH2:12]1)[C:2]1[CH:7]=[CH:6][CH:5]=[CH:4][CH:3]=1 |f:2.3.4,6.7.8,^1:75,94|. Procedure: Using similar reaction conditions as described in step-ii of example-1, 5-(4-(4-(2-(benzyloxy)ethyl)piperazin-1-yl)phenyl)-3-iodo-1-tosyl-1H-pyrrolo[2,3-b]pyridine (intermediate 42) (130 mg, 0.203 mmol) was coupled with 1-(3-fluorobenzyl)-3,5-dimethyl-4-(4,4,5,5-tetramethyl-1,3,2-dioxaborolan-2-yl)-1H-pyrazole (intermediate 16) (101 mg, 0.305 mmol) in sodium carbonate (65 mg, 0.602 mmol), Pd(PPh3)2Cl2 (7 mg, 0.0101 mmol), Toluene/ethanol/water (5/2.5/1 ml) to give 155 mg of the crude titled comp... Starting materials: CCN=C=NCCCN(C)C, O=C(O)c1ccc(Cn2nc(-c3ccc(OC(F)(F)F)cc3)cc2C2CCCCC2)cc1, Cl, Nc1nnn[nH]1, CN(C)C=O, O, O, O, On1nnc2ccccc21. Yields the product O=C(Nc1nnn[nH]1)c1ccc(Cn2nc(-c3ccc(OC(F)(F)F)cc3)cc2C2CCCCC2)cc1. Reaction SMILES: [CH3:34][N:35]([CH3:36])[CH2:37][CH2:38][CH2:39][N:40]=[C:41]=[N:42][CH2:43][CH3:44].[CH:1]1([c:7]2[cH:8][c:9](-[c:22]3[cH:23][cH:24][c:25]([O:28][C:29]([F:30])([F:31])[F:32])[cH:26][cH:27]3)[n:10][n:11]2[CH2:12][c:13]2[cH:14][cH:15][c:16]([C:17](=[O:18])[OH:19])[cH:20][cH:21]2)[CH2:2][CH2:3][CH2:4][CH2:5][CH2:6]1.[ClH:33].[NH2:57][c:58]1[n:59][n:60][n:61][nH:62]1.[O:63]=[CH:64][N:65]([CH3:66])[CH3:67].[OH2:45].[OH2:56].[OH2:68].[OH:46][n:47]1[c:48]2[cH:49][cH:50][cH:51][cH:52][c:53]2[n:54][n:55]1>>[CH:1]1([c:7]2[cH:8][c:9](-[c:22]3[cH:23][cH:24][c:25]([O:28][C:29]([F:30])([F:31])[F:32])[cH:26][cH:27]3)[n:10][n:11]2[CH2:12][c:13]2[cH:14][cH:15][c:16]([C:17](=[O:19])[NH:57][c:58]3[n:59][n:60][n:61][nH:62]3)[cH:20][cH:21]2)[CH2:2][CH2:3][CH2:4][CH2:5][CH2:6]1. Starting materials: ClC1=C(C#N)C=CC=C1 (2-chlorobenzonitrile), C1(=CC=C(C=C1)B(O)O)C (p-tolueneboronic acid), C([O-])([O-])=O.[Na+].[Na+] (sodium carbonate), C=1(C(=CC=CC1)C)C (xylene). Solvent: glycol, O (water). Yields the product C(#N)C1=C(C=CC=C1)C1=CC=C(C=C1)C (2-cyano-4'-methylbiphenyl). The yield is 90.3%. Reaction SMILES: Cl[C:2]1[CH:9]=[CH:8][CH:7]=[CH:6][C:3]=1[C:4]#[N:5].[C:10]1([CH3:19])[CH:15]=[CH:14][C:13](B(O)O)=[CH:12][CH:11]=1.C(=O)([O-])[O-].[Na+].[Na+].C1(C)C(C)=CC=CC=1>O>[C:4]([C:3]1[CH:6]=[CH:7][CH:8]=[CH:9][C:2]=1[C:13]1[CH:14]=[CH:15][C:10]([CH3:19])=[CH:11][CH:12]=1)#[N:5] |f:2.3.4|. Procedure: 15 g of 2-chlorobenzonitrile, 14.8 g of p-tolueneboronic acid and 28.9 g of sodium carbonate in 40 ml of glycol and 10 ml of water were heated to 120° C. At 80° C., 0.1 mol % of a catalyst solution prepared as described in Example 1 was added. After the reaction was complete, 50 ml of xylene were added and the organic phase was separated off. Distillation gave 19 g of 2-cyano-4'-methylbiphenyl (b.p. 140° C./mbar). The reactants are O.[OH-].[Li+] (lithium hydroxide monohydrate), C(C)(=O)N1[C@H](C[C@H](C2=CC(=CC=C12)C1=CC=C(C(=O)OCC)C=C1)NC1=NC=C(C=C1)C)C (ethyl 4-((2S,4R)-1-acetyl-2-methyl-4-((5-methylpyridin-2-yl)amino)-1,2,3,4-tetrahydroquinolin-6-yl)benzoate), C(C)(=O)N1[C@H](C[C@H](C2=CC(=CC=C12)C1=CC=C(C(=O)OCC)C=C1)NC1=NC=C(C=C1)C)C (ethyl 4-((2S,4R)-1-acetyl-2-methyl-4-((5-methylpyridin-2-yl)amino)-1,2,3,4-tetrahydroquinolin-6-yl)benzoate), O.[OH-].[Li+] (lithium hydroxide monohydrate). Solvent: CCO (EtOH), O (water). Conditions: time 5 hour. The product is C(C)(=O)N1[C@H](C[C@H](C2=CC(=CC=C12)C1=CC=C(C(=O)[O-])C=C1)NC1=NC=C(C=C1)C)C.[Li+] (lithium 4-((2S,4R)-1-acetyl-2-methyl-4-((5-methylpyridin-2-yl)amino)-1,2,3,4-tetrahydroquinolin-6-yl)benzoate). The yield is 106.1%. As a reaction SMILES: [C:1]([N:4]1[C:13]2[C:8](=[CH:9][C:10]([C:14]3[CH:24]=[CH:23][C:17]([C:18]([O:20]CC)=[O:19])=[CH:16][CH:15]=3)=[CH:11][CH:12]=2)[C@H:7]([NH:25][C:26]2[CH:31]=[CH:30][C:29]([CH3:32])=[CH:28][N:27]=2)[CH2:6][C@@H:5]1[CH3:33])(=[O:3])[CH3:2].O.[OH-].[Li+:36]>CCO.O>[C:1]([N:4]1[C:13]2[C:8](=[CH:9][C:10]([C:14]3[CH:24]=[CH:23][C:17]([C:18]([O-:20])=[O:19])=[CH:16][CH:15]=3)=[CH:11][CH:12]=2)[C@H:7]([NH:25][C:26]2[CH:31]=[CH:30][C:29]([CH3:32])=[CH:28][N:27]=2)[CH2:6][C@@H:5]1[CH3:33])(=[O:3])[CH3:2].[Li+:36] |f:1.2.3,6.7|. Procedure: Crude ethyl 4-((2S,4R)-1-acetyl-2-methyl-4-((5-methylpyridin-2-yl)amino)-1,2,3,4-tetrahydroquinolin-6-yl)benzoate (Intermediate 59) (238 mg) in EtOH (2 mL) and water (1 mL) was treated with lithium hydroxide monohydrate (26 mg, 0.620 mmol). The solution was stirred at ambient temperature for 5 h. A further portion of lithium hydroxide monohydrate (4 mg, 0.095 mmol) was added and the mixture left at ambient temperature overnight. The mixture was concentrated to dryness to give crude lithium 4-((2... The reactants are CN(C)C=O, ClCCl, O=C(Cl)C(=O)Cl, O=C(O)C(CCC(F)(F)C(F)(F)C(F)(F)F)S(=O)(=O)CCC(F)(F)C(F)(F)F. The product is NC(=O)C(CCC(F)(F)C(F)(F)C(F)(F)F)S(=O)(=O)CCC(F)(F)C(F)(F)F. RXN SMILES: [CH3:38][N:39]([CH3:40])[CH:41]=[O:42].[Cl:29][CH2:30][Cl:31].[Cl:32][C:33]([C:34]([Cl:35])=[O:36])=[O:37].[F:1][C:2]([CH2:3][CH2:4][CH:5]([C:6](=[O:7])[OH:8])[S:9](=[O:10])(=[O:11])[CH2:12][CH2:13][C:14]([C:15]([F:16])([F:17])[F:18])([F:19])[F:20])([C:21]([C:22]([F:23])([F:24])[F:25])([F:26])[F:27])[F:28]>>[F:1][C:2]([CH2:3][CH2:4][CH:5]([C:6](=[O:7])[NH2:39])[S:9](=[O:10])(=[O:11])[CH2:12][CH2:13][C:14]([C:15]([F:16])([F:17])[F:18])([F:19])[F:20])([C:21]([C:22]([F:23])([F:24])[F:25])([F:26])[F:27])[F:28]. Reactants: [OH-].[Na+] (sodium hydroxide), BrC(=CCC(C(=O)OCC)C(C)C)Br (ethyl α-(3.3-dibromoallyl)isovalerate). Run in O (water), C(C)O (ethanol). Reaction conditions: time 8 hour. The product is BrC(=CCC(C(=O)O)C(C)C)Br (α-(3,3-dibromoallyl)isovaleric acid). Isolated yield 88.0%. Reaction SMILES: [OH-].[Na+].[Br:3][C:4]([Br:16])=[CH:5][CH2:6][CH:7]([CH:13]([CH3:15])[CH3:14])[C:8]([O:10]CC)=[O:9]>O.C(O)C>[Br:3][C:4]([Br:16])=[CH:5][CH2:6][CH:7]([CH:13]([CH3:14])[CH3:15])[C:8]([OH:10])=[O:9] |f:0.1|. Reported procedure: In a mixture of 7 g of water and 20 g of ethanol were dissolved 1.1 g of sodium hydroxide and 4.6 of the ethyl α-(3.3-dibromoallyl)isovalerate obtained above were added to the above solution. The mixture was stirred at room temperature overnight and, then, refluxed for 3 hours. The reaction mixture was then distilled to remove the ethanol and the residue was made acidic by the addition of dilute hydrochloric acid and extracted with diethyl ether. The ethereal layer was dried over anhydrous magne... As a reaction SMILES: [CH2:1]([O:8][C:9]1[CH:34]=[CH:33][C:32]([Br:35])=[CH:31][C:10]=1[CH2:11][N:12]([C:20]1[N:25]=[N:24][C:23]([C:26]([O:28][CH2:29][CH3:30])=[O:27])=[CH:22][CH:21]=1)C(OC(C)(C)C)=O)[C:2]1[CH:7]=[CH:6][CH:5]=[CH:4][CH:3]=1.FC(F)(F)C(O)=O>C(Cl)Cl>[CH2:1]([O:8][C:9]1[CH:34]=[CH:33][C:32]([Br:35])=[CH:31][C:10]=1[CH2:11][NH:12][C:20]1[N:25]=[N:24][C:23]([C:26]([O:28][CH2:29][CH3:30])=[O:27])=[CH:22][CH:21]=1)[C:2]1[CH:3]=[CH:4][CH:5]=[CH:6][CH:7]=1. Solvent: C(Cl)Cl (CH2Cl2). Run at time 18 hour. Product: C(C1=CC=CC=C1)OC1=C(CNC2=CC=C(N=N2)C(=O)OCC)C=C(C=C1)Br (ethyl 6-[2-benzyloxy-5-bromobenzylamino]-3-pyridazinecarboxylate). Yield: 92.0%. Procedure: A mixture of ethyl 6-[N-(2-benzyloxy-5-bromobenzyl)-N-(tert-butoxycarbonyl)amino]-3-pyridazinecarboxylate (2.0 g) and trifluoroacetic acid (25 ml) in CH2Cl2 (25 ml) was allowed to stand for 18 hours. The solvents were evaporated, the residue dissolved in CH2Cl2 and washed with dilute aqueous Na2CO3 solution, dried (MgSO4) and evaporated to give ethyl 6-[2-benzyloxy-5-bromobenzylamino]-3-pyridazinecarboxylate as a solid (1.5 g). The reactants are C(C1=CC=CC=C1)OC1=C(CN(C(=O)OC(C)(C)C)C2=CC=C(N=N2)C(=O)OCC)C=C(C=C1)Br (ethyl 6-[N-(2-benzyloxy-5-bromobenzyl)-N-(tert-butoxycarbonyl)amino]-3-pyridazinecarboxylate), FC(C(=O)O)(F)F (trifluoroacetic acid).